This data is from the Open Reaction Database (ORD), a public repository of structured organic reaction records. The task is: describe an organic reaction: reactants, conditions, products, and yield The reactants are C(CCC)OC(=O)C=1N=CC2=CC(=CC=C2C1O)OC1=CC=CC=C1 (4-Hydroxy-7-phenoxy-isoquinoline-3-carboxylic acid butyl ester), [N+](=O)(O)[O-] (nitric acid), resultant mixture. The solvent is C(=O)(C(F)(F)F)O (TFA). Yields the product C(CCC)OC(=O)C=1N=CC2=CC(=CC=C2C1O)OC1=CC=C(C=C1)[N+](=O)[O-] (4-Hydroxy-7-(4-nitro-phenoxy)-isoquinoline-3-carboxylic acid butyl ester). As a reaction SMILES: [CH2:1]([O:5][C:6]([C:8]1[N:9]=[CH:10][C:11]2[C:16]([C:17]=1[OH:18])=[CH:15][CH:14]=[C:13]([O:19][C:20]1[CH:25]=[CH:24][CH:23]=[CH:22][CH:21]=1)[CH:12]=2)=[O:7])[CH2:2][CH2:3][CH3:4].[N+:26]([O-])([OH:28])=[O:27]>C(O)(C(F)(F)F)=O>[CH2:1]([O:5][C:6]([C:8]1[N:9]=[CH:10][C:11]2[C:16]([C:17]=1[OH:18])=[CH:15][CH:14]=[C:13]([O:19][C:20]1[CH:25]=[CH:24][C:23]([N+:26]([O-:28])=[O:27])=[CH:22][CH:21]=1)[CH:12]=2)=[O:7])[CH2:2][CH2:3][CH3:4]. Procedure: 2.0 g of 4-Hydroxy-7-phenoxy-isoquinoline-3-carboxylic acid butyl ester, Example D-7 f, was dissolved in 15 ml of TFA. 0.375 ml of fuming nitric acid was added slowly to the solution, and the resultant mixture was stirred at room temperature for 7 hours. The reaction mixture was concentrated under vacuum, and the resultant residue was purified by column chromatography on silica gel, eluting with 0-20% ethyl acetate in dichloromethane. The crude product obtained was triturated with methanol to pr... The reactants are CC1=NN=NN1C=1C=C(C2=C(C=CO2)C1)CO ([5-(5-Methyl-tetrazol-1-yl)-benzofuran-7-yl]-methanol). Reagents/catalysts: [O-2].[Mn+4].[O-2] (manganese (IV) oxide), [O-2].[Mn+4].[O-2] (manganese (IV) oxide). The solvent is O1CCOCC1 (1,4-dioxan). Reaction conditions: time 2 hour. The product is CC1=NN=NN1C=1C=C(C2=C(C=CO2)C1)C=O (5-(5-Methyl-tetrazol-1-yl)-benzofuran-7-carbaldehyde). Isolated yield 62.6%. RXN SMILES: [CH3:1][C:2]1[N:6]([C:7]2[CH:8]=[C:9]([CH2:16][OH:17])[C:10]3[O:14][CH:13]=[CH:12][C:11]=3[CH:15]=2)[N:5]=[N:4][N:3]=1>O1CCOCC1.[O-2].[Mn+4].[O-2]>[CH3:1][C:2]1[N:6]([C:7]2[CH:8]=[C:9]([CH:16]=[O:17])[C:10]3[O:14][CH:13]=[CH:12][C:11]=3[CH:15]=2)[N:5]=[N:4][N:3]=1 |f:2.3.4|. Reported procedure: [5-(5-Methyl-tetrazol-1-yl)-benzofuran-7-yl]-methanol (124 mg,) and manganese (IV) oxide (140 mg) in 1,4-dioxan (5 ml) was heated at reflux for 18 h. A further portion of manganese (IV) oxide (210 mg) was added and heating continued for 2 h. The reaction mixture was filtered through a plug of Hyflo, the pad was washed with chloroform (20 ml) and the filtrate was evaporated in vacuo to give the title compound as a white powder (77 mg).